This data is from the Open Reaction Database (ORD), a public repository of structured organic reaction records. The task is: describe an organic reaction: reactants, conditions, products, and yield Yield: 209.6%. Product: NC1=C(C(=O)N)C=C(C=C1C)C (2-amino-3,5-dimethyl-benzamide). Reaction conditions: time 16 hour. Reactants: NC1=C(C(=O)O)C=C(C=C1C)C (2-amino-3,5-dimethyl-benzoic acid), C=1C=CC2=C(C1)N=NN2O (HOBt), C(CCl)Cl (EDC), CN (CH3NH2). As a reaction SMILES: [NH2:1][C:2]1[C:10]([CH3:11])=[CH:9][C:8]([CH3:12])=[CH:7][C:3]=1[C:4](O)=[O:5].C1C=CC2N(O)N=[N:19]C=2C=1.C(Cl)CCl.CN>C(Cl)Cl>[NH2:1][C:2]1[C:10]([CH3:11])=[CH:9][C:8]([CH3:12])=[CH:7][C:3]=1[C:4]([NH2:19])=[O:5]. Run in C(Cl)Cl (DCM), C(Cl)Cl (DCM). Reported procedure: A solution of 2-amino-3,5-dimethyl-benzoic acid (550 mg) in DCM (30 mL) was treated with HOBt (225 mg), EDC (1280 mg), and CH3NH2 (8.5 mL, 2N in THF). The reaction mixture was stirred for 16 hours in a sealed bottle, diluted with DCM (100 mL), and washed with brine three times. The organic layer was dried (sodium sulfate), and concentrated in vacuo. The residue was purified by silica gel chromatography to provide 573 mg of 2-amino-3,5-dimethyl-benzamide: 1H NMR (300 MHz, CDCl3) δ 7.9 (s, 1H), 7....